This data is from the Open Reaction Database (ORD), a public repository of structured organic reaction records. The task is: describe an organic reaction: reactants, conditions, products, and yield The reactants are CC(C)(C)OC(=O)N1CCCc2ccc(CCO)nc21, C1CCOC1, CC(C)OC(=O)N=NC(=O)OC(C)C, CCOC(=O)CCc1csc2cc(O)ccc12, c1ccc(P(c2ccccc2)c2ccccc2)cc1. Product: CCOC(=O)CCc1csc2cc(OCCc3ccc4c(n3)N(C(=O)OC(C)(C)C)CCC4)ccc12. Reaction SMILES: [C:18]([CH3:19])([CH3:20])([CH3:21])[O:22][C:23](=[O:24])[N:25]1[CH2:26][CH2:27][CH2:28][c:29]2[cH:30][cH:31][c:32]([CH2:35][CH2:36][OH:37])[n:33][c:34]21.[CH2:71]1[O:72][CH2:73][CH2:74][CH2:75]1.[O:57]=[C:58]([O:59][CH:60]([CH3:61])[CH3:62])[N:63]=[N:64][C:65]([O:66][CH:67]([CH3:68])[CH3:69])=[O:70].[OH:1][c:2]1[cH:3][cH:4][c:5]2[c:6]([s:7][cH:8][c:9]2[CH2:10][CH2:11][C:12](=[O:13])[O:14][CH2:15][CH3:16])[cH:17]1.[c:38]1([P:39]([c:40]2[cH:41][cH:42][cH:43][cH:44][cH:45]2)[c:46]2[cH:47][cH:48][cH:49][cH:50][cH:51]2)[cH:52][cH:53][cH:54][cH:55][cH:56]1>>[O:1]([c:2]1[cH:3][cH:4][c:5]2[c:6]([s:7][cH:8][c:9]2[CH2:10][CH2:11][C:12](=[O:13])[O:14][CH2:15][CH3:16])[cH:17]1)[CH2:36][CH2:35][c:32]1[cH:31][cH:30][c:29]2[c:34]([n:33]1)[N:25]([C:23]([O:22][C:18]([CH3:19])([CH3:20])[CH3:21])=[O:24])[CH2:26][CH2:27][CH2:28]2. Starting materials: C(C1=CC=CC=C1)OC1=C(C=C(C=C1)[C@H](CNC(CC=1C=C(C=CC1)CC(=O)O)(C)C)O[Si](C)(C)C(C)(C)C)CO ((3-{2-[((2R)-2-[4-(benzyloxy)-3-(hydroxymethyl)phenyl]-2-{[tert-butyl(dimethyl)silyl]oxy}ethyl)amino]-2-methyl propyl}phenyl)acetic acid), C12(CC3CC(CC(C1)C3)C2)N (1-adamantylamine). Product: C12(CC3CC(CC(C1)C3)C2)NC(CC2=CC(=CC=C2)CC(C)(C)NC[C@H](O[Si](C)(C)C(C)(C)C)C2=CC(=C(C=C2)OCC2=CC=CC=C2)CO)=O (N-1-Adamantyl-2-(3-{2-[((2R)-2-[4-(benzyloxy)-3-(hydroxymethyl)phenyl]-2-{[tert-butyl(dimethyl)silyl]oxy}ethyl)amino]-2-methylpropyl}phenyl)acetamide). Yield: 71.0%. Reaction SMILES: [CH2:1]([O:8][C:9]1[CH:14]=[CH:13][C:12]([C@@H:15]([O:32][Si:33]([C:36]([CH3:39])([CH3:38])[CH3:37])([CH3:35])[CH3:34])[CH2:16][NH:17][C:18]([CH3:31])([CH3:30])[CH2:19][C:20]2[CH:21]=[C:22]([CH2:26][C:27](O)=[O:28])[CH:23]=[CH:24][CH:25]=2)=[CH:11][C:10]=1[CH2:40][OH:41])[C:2]1[CH:7]=[CH:6][CH:5]=[CH:4][CH:3]=1.[C:42]12([NH2:52])[CH2:51][CH:46]3[CH2:47][CH:48]([CH2:50][CH:44]([CH2:45]3)[CH2:43]1)[CH2:49]2>>[C:42]12([NH:52][C:27](=[O:28])[CH2:26][C:22]3[CH:23]=[CH:24][CH:25]=[C:20]([CH2:19][C:18]([NH:17][CH2:16][C@@H:15]([C:12]4[CH:13]=[CH:14][C:9]([O:8][CH2:1][C:2]5[CH:7]=[CH:6][CH:5]=[CH:4][CH:3]=5)=[C:10]([CH2:40][OH:41])[CH:11]=4)[O:32][Si:33]([C:36]([CH3:37])([CH3:39])[CH3:38])([CH3:35])[CH3:34])([CH3:31])[CH3:30])[CH:21]=3)[CH2:49][CH:48]3[CH2:47][CH:46]([CH2:45][CH:44]([CH2:50]3)[CH2:43]1)[CH2:51]2. Procedure details: The title compound was prepared from (3-{2-[((2R)-2-[4-(benzyloxy)-3-(hydroxymethyl)phenyl]-2-{[tert-butyl(dimethyl)silyl]oxy}ethyl)amino]-2-methyl propyl}phenyl)acetic acid (preparation 148) and 1-adamantylamine, using a similar method to that of preparation 38, as a yellow oil in 71% yield. 1H NMR (400 MHz, DMSO-d6) δ: 7.52 (3H, m), 7.52-7.24 (4H, m), 7.18-7.08 (2H, m), 7.07-6.98 (2H, m), 6.94 (1H, m), 5.09 (2H, d), 5.01 (1H, t), 4.66-4.61 (1H, m), 4.54 (2H, d), 3.25 (2H, d), 3.15 (1H, d), 2.5...